This data is from the Open Reaction Database (ORD), a public repository of structured organic reaction records. The task is: describe an organic reaction: reactants, conditions, products, and yield Starting materials: Cc1ccsc1Br, CN(C)C=O, [Na+], [OH-], O=P(Cl)(Cl)Cl. Yields the product Cc1cc(C=O)sc1Br. RXN SMILES: [Br:11][c:12]1[s:13][cH:14][cH:15][c:16]1[CH3:17].[CH3:6][N:7]([CH:8]=[O:9])[CH3:10].[Na+:19].[OH-:18].[P:1]([Cl:2])([Cl:3])([Cl:4])=[O:5]>>[CH:8](=[O:9])[c:14]1[s:13][c:12]([Br:11])[c:16]([CH3:17])[cH:15]1. Starting materials: ClC=1C=C(C=CC1[N+](=O)[O-])C(C(=O)OCC)(C(=O)OCC)C (Diethyl 2-(3-chloro-4-nitrophenyl)-2-methylmalonate), C(#N)CC(=O)OCC (ethyl cyanoacetate), C([O-])([O-])=O.[K+].[K+] (potassium carbonate). Run in CS(=O)C (dimethyl sulfoxide). Reaction conditions: temperature 80 celsius, time 2 hour. Yields the product C(#N)C(C=1C=C(C=CC1[N+](=O)[O-])C(C(=O)OCC)(C(=O)OCC)C)C(=O)OCC (diethyl 2-[3-[cyano(ethoxycarbonyl)methyl]-4-nitrophenyl]-2-methylmalonate). The yield is 90.9%. As a reaction SMILES: Cl[C:2]1[CH:3]=[C:4]([C:11]([CH3:22])([C:17]([O:19][CH2:20][CH3:21])=[O:18])[C:12]([O:14][CH2:15][CH3:16])=[O:13])[CH:5]=[CH:6][C:7]=1[N+:8]([O-:10])=[O:9].[C:23]([CH2:25][C:26]([O:28][CH2:29][CH3:30])=[O:27])#[N:24].C(=O)([O-])[O-].[K+].[K+]>CS(C)=O>[C:23]([CH:25]([C:26]([O:28][CH2:29][CH3:30])=[O:27])[C:2]1[CH:3]=[C:4]([C:11]([CH3:22])([C:17]([O:19][CH2:20][CH3:21])=[O:18])[C:12]([O:14][CH2:15][CH3:16])=[O:13])[CH:5]=[CH:6][C:7]=1[N+:8]([O-:10])=[O:9])#[N:24] |f:2.3.4|. Procedure: Diethyl 2-(3-chloro-4-nitrophenyl)-2-methylmalonate (119 mg, 0.36 mmol.), ethyl cyanoacetate (81 mg, 0.72 mmol.), powdery potassium carbonate (119 mg, 0.86 mmol.), and dimethyl sulfoxide (1 mL) were mixed and stirred at 80° C. for 2 hours. The reaction mixture was cooled to room temperature, and washed with diethyl ether after addition of water. The aqueous portion was made acidic by addition of 6N hydrochloric acid, and extracted with diethyl ether. The ether portion was washed successively wit... The reactants are CC(=O)O, O=c1ccn(C2OC(CO)C(O)C2F)c(=O)[nH]1, [K+], [K+], [K+], [K+], [K+], [N-]=[N+]=[N-], Nc1nc(I)c2[nH]cnc2n1, [OH-], O=P([O-])([O-])[O-]. RXN SMILES: [CH3:43][C:44](=[O:45])[OH:46].[F:12][CH:13]1[CH:14]([n:21]2[cH:22][cH:23][c:24](=[O:25])[nH:26][c:27]2=[O:28])[O:15][CH:16]([CH2:19][OH:20])[CH:17]1[OH:18].[K+:32].[K+:34].[K+:40].[K+:41].[K+:42].[N-:29]=[N+:30]=[N-:31].[NH2:1][c:2]1[n:3][c:4]([I:11])[c:5]2[nH:6][cH:7][n:8][c:9]2[n:10]1.[OH-:33].[P:35]([O-:36])([O-:37])([O-:38])=[O:39]>>[NH2:1][c:2]1[n:3][c:4]([I:11])[c:5]2[n:6][cH:7][n:8]([CH:14]3[CH:13]([F:12])[CH:17]([OH:18])[CH:16]([CH2:19][OH:20])[O:15]3)[c:9]2[n:10]1. Yields the product Nc1nc(I)c2ncn(C3OC(CO)C(O)C3F)c2n1. The reactants are C(C(=O)Cl)(=O)Cl (oxalyl chloride), [Cl-].[NH4+] (ammonium chloride), N1=C(C=C2CSCN12)CO ((4H-5-thia-1,6a-diazapentalen-2-yl)methanol). Solvent: C(C)N(CC)CC (Triethylamine), ClCCl (dichloromethane), CS(=O)C (dimethylsulfoxide), ClCCl (dichloromethane), O (water), ClCCl (dichloromethane). Run at temperature -45 celsius, time 15 minute. The product is N1=C(C=C2CSCN12)C=O (4H-5-Thia-1,6a-diazapentalen-2-carbaldehyde). As a reaction SMILES: C(Cl)(=O)C(Cl)=O.[N:7]1[N:14]2[C:10]([CH2:11][S:12][CH2:13]2)=[CH:9][C:8]=1[CH2:15][OH:16].[Cl-].[NH4+]>O.C(N(CC)CC)C.ClCCl.CS(C)=O>[N:7]1[N:14]2[C:10]([CH2:11][S:12][CH2:13]2)=[CH:9][C:8]=1[CH:15]=[O:16] |f:2.3|. Procedure: The dry dichloromethane (8 mL) solution of dimethylsulfoxide (2.2 mL) was added dropwise to the dry dichloromethane (110 mL) solution of oxalyl chloride (2.0 mL) at −78° C. The reaction mixture was stirred for 15 min at the same temperature. The dry dichloromethane (40 mL) solution of (4H-5-thia-1,6a-diazapentalen-2-yl)methanol (1.7 g) was added dropwise to the reaction mixture at −78° C., and stirring was continued for an additional 15 min. The reaction mixture was allowed to warm to −45° C. an... Reactants: C#Cc1cncc(N)c1, CO. Yields the product CCc1cncc(N)c1. RXN SMILES: [C:1](#[CH:2])[c:3]1[cH:4][c:5]([NH2:9])[cH:6][n:7][cH:8]1.[CH3:10][OH:11]>>[CH2:1]([CH3:2])[c:3]1[cH:4][c:5]([NH2:9])[cH:6][n:7][cH:8]1. The yield is 10.2%. Reported procedure: Following general procedure B, (6-bromo-4-chloroquinolin-3-yl)(cyclopropyl)methanone (500 mg, 1.60 mmol) was reacted with tert-butyl 4-(aminomethyl)piperidine-1-carboxylate (516 mg, 2.41 mmol) to afford the desired product (80 mg, >99%) as an orange foam: ESI MS m/z 489 [C24H30BrN3O3+H]+. Starting materials: BrC=1C=C2C(=C(C=NC2=CC1)C(=O)C1CC1)Cl ((6-bromo-4-chloroquinolin-3-yl)(cyclopropyl)methanone), NCC1CCN(CC1)C(=O)OC(C)(C)C (tert-butyl 4-(aminomethyl)piperidine-1-carboxylate). The product is BrC=1C=C2C(=C(C=NC2=CC1)C(=O)C1CC1)NCC1CCN(CC1)C(=O)OC(C)(C)C (tert-Butyl 4-{[6-bromo-3-(cyclopropanecarbonyl)quinolin-4-ylamino]methyl}piperidine-1-carboxylate). RXN SMILES: [Br:1][C:2]1[CH:3]=[C:4]2[C:9](=[CH:10][CH:11]=1)[N:8]=[CH:7][C:6]([C:12]([CH:14]1[CH2:16][CH2:15]1)=[O:13])=[C:5]2Cl.[NH2:18][CH2:19][CH:20]1[CH2:25][CH2:24][N:23]([C:26]([O:28][C:29]([CH3:32])([CH3:31])[CH3:30])=[O:27])[CH2:22][CH2:21]1>>[Br:1][C:2]1[CH:3]=[C:4]2[C:9](=[CH:10][CH:11]=1)[N:8]=[CH:7][C:6]([C:12]([CH:14]1[CH2:16][CH2:15]1)=[O:13])=[C:5]2[NH:18][CH2:19][CH:20]1[CH2:25][CH2:24][N:23]([C:26]([O:28][C:29]([CH3:32])([CH3:31])[CH3:30])=[O:27])[CH2:22][CH2:21]1.